This data is from the Open Reaction Database (ORD), a public repository of structured organic reaction records. The task is: describe an organic reaction: reactants, conditions, products, and yield Reactants: C1CC(=O)N(C1=O)Br (NBS), C(=CC)C=1OC2=C(C1CCOC1OCCCC1)C=CC=C2OCC(=O)OC (Methyl (2-(1-propenyl)-3-(2-tetrahydropyranyloxyethyl)benzofuran-7-yloxy)acetate), O (water). The solvent is C1=CC=CC=C1 (benzene). Run at time 4 hour. Product: C(C)(=O)OCC=CC=1OC2=C(C1CCOC1OCCCC1)C=CC=C2OCC(=O)OC (Methyl (2-(3-acetoxy-1-propenyl)-3-(2-tetrahydropyranyloxyethyl)benzofuran-7-yloxy)acetate). Yield: 36.0%. Reaction SMILES: [CH:1]([C:4]1[O:5][C:6]2[C:21]([O:22][CH2:23][C:24]([O:26][CH3:27])=[O:25])=[CH:20][CH:19]=[CH:18][C:7]=2[C:8]=1[CH2:9][CH2:10][O:11][CH:12]1[CH2:17][CH2:16][CH2:15][CH2:14][O:13]1)=[CH:2][CH3:3].[CH2:28]1[C:33](=[O:34])N(Br)C(=O)C1.[OH2:36]>C1C=CC=CC=1>[C:33]([O:34][CH2:3][CH:2]=[CH:1][C:4]1[O:5][C:6]2[C:21]([O:22][CH2:23][C:24]([O:26][CH3:27])=[O:25])=[CH:20][CH:19]=[CH:18][C:7]=2[C:8]=1[CH2:9][CH2:10][O:11][CH:12]1[CH2:17][CH2:16][CH2:15][CH2:14][O:13]1)(=[O:36])[CH3:28]. Procedure details: Methyl (2-(1-propenyl)-3-(2-tetrahydropyranyloxyethyl)benzofuran-7-yloxy)acetate (523 mg) was dissolved in benzene (5 ml) and NBS (299 mg) and azoisobutylonitrile (23 mg) were added, followed by stirring the mixture for 4 hours. The reaction solution was poured into water (50 ml) and the resultant was extracted twice with ethyl acetate (20 ml). The organic layers were combined and washed with saturated brine, followed by drying the resultant over sodium sulfate. After removing sodium sulfate by ... The reactants are CC(C)(C1=CC=CC=C1)N1C(C(C(C1)CBr)C1=CC(=CC=C1)F)=O (1-(1-methyl-1-phenylethyl)-4-bromomethyl-3-(3-fluorophenyl)pyrrolidine-2-one), N12CCCCCC2=NCCC1 (1,8-diazabicyclo[5.4.0]undec-7-ene), O (water). Solvent: C1(=CC=CC=C1)C (toluene), C1(=CC=CC=C1)C (toluene). Run at time 2 hour. Product: CC(C)(C1=CC=CC=C1)N1C(C2(CC2C1)C1=CC(=CC=C1)F)=O (3-(1-methyl-1-phenylethyl)-1-(3-fluorophenyl)-3-azabicyclo[3.1.0]hexane-2-one). Yield: 71.0%. Reaction SMILES: [CH3:1][C:2]([N:10]1[CH2:14][CH:13]([CH2:15]Br)[CH:12]([C:17]2[CH:22]=[CH:21][CH:20]=[C:19]([F:23])[CH:18]=2)[C:11]1=[O:24])([C:4]1[CH:9]=[CH:8][CH:7]=[CH:6][CH:5]=1)[CH3:3].N12CCCN=C1CCCCC2.O>C1(C)C=CC=CC=1>[CH3:1][C:2]([N:10]1[CH2:14][CH:13]2[C:12]([C:17]3[CH:22]=[CH:21][CH:20]=[C:19]([F:23])[CH:18]=3)([CH2:15]2)[C:11]1=[O:24])([C:4]1[CH:9]=[CH:8][CH:7]=[CH:6][CH:5]=1)[CH3:3]. Procedure details: To 15 ml of toluene were added 0.8 g of 1-(1-methyl-1-phenylethyl)-4-bromomethyl-3-(3-fluorophenyl)pyrrolidine-2-one and 0.4 g of 1,8-diazabicyclo[5.4.0]undec-7-ene (DBU), and the solution was then stirred at room temperature for 2 hours. After water was added to the solution, extraction was made with toluene, and the resultant extract was then dried over anhydrous sodium sulfate. After the solvent was distilled off, silica gel column chromatography was done to obtain 0.45 g of the desired 3-(1-...